Dataset: the Open Reaction Database (ORD), a public repository of structured organic reaction records. Task: describe an organic reaction: reactants, conditions, products, and yield The reactants are B(Br)(Br)Br (boron tribromide), CC1(N(C(N(C1=O)[C@H](C(=O)N[C@@H](CCO)C)CC1CC1)=O)CC1=CC(=C(C=C1)NC(=O)NC1=C(C=CC=C1)C)OC)C ((R)-3-((S)-2-(4,4-Dimethyl-3-(4-(3-(2-methylphenyl)ureido)-3-methoxybenzyl)-2,5-dioxoimidazolidin-1-yl)-2-(cyclopropylmethyl)acetylamino)-3-methylpropanol), O (water). The solvent is ClCCl (dichloromethane). Reaction conditions: temperature 0 celsius, time 30 minute. Product: CC1(N(C(N(C1=O)[C@H](C(=O)N[C@@H](CCO)C)CC1CC1)=O)CC1=CC(=C(C=C1)NC(=O)NC1=C(C=CC=C1)C)O)C ((R)-3-((S)-2-(4,4-Dimethyl-3-(4-(3-(2-methylphenyl)ureido)-3-hydroxybenzyl)-2,5-dioxoimidazolidin-1-yl)-2-(cyclopropylmethyl)acetylamino)-3-methylpropanol). Isolated yield 36.7%. Reaction SMILES: B(Br)(Br)Br.[CH3:5][C:6]1([CH3:46])[C:10](=[O:11])[N:9]([C@@H:12]([CH2:21][CH:22]2[CH2:24][CH2:23]2)[C:13]([NH:15][C@H:16]([CH3:20])[CH2:17][CH2:18][OH:19])=[O:14])[C:8](=[O:25])[N:7]1[CH2:26][C:27]1[CH:32]=[CH:31][C:30]([NH:33][C:34]([NH:36][C:37]2[CH:42]=[CH:41][CH:40]=[CH:39][C:38]=2[CH3:43])=[O:35])=[C:29]([O:44]C)[CH:28]=1.O>ClCCl>[CH3:46][C:6]1([CH3:5])[C:10](=[O:11])[N:9]([C@@H:12]([CH2:21][CH:22]2[CH2:24][CH2:23]2)[C:13]([NH:15][C@H:16]([CH3:20])[CH2:17][CH2:18][OH:19])=[O:14])[C:8](=[O:25])[N:7]1[CH2:26][C:27]1[CH:32]=[CH:31][C:30]([NH:33][C:34]([NH:36][C:37]2[CH:42]=[CH:41][CH:40]=[CH:39][C:38]=2[CH3:43])=[O:35])=[C:29]([OH:44])[CH:28]=1. Reported procedure: 488 μL of boron tribromide were added under argon to a solution of 220 mg (0.39 mmol) of the compound of Example 3 in 40 mL of absolute dichloromethane at −78° C. and the reaction mixture was allowed to warm to 0° C. with ice cooling. After 30 minutes at 0° C., water was cautiously added. The phases were separated, and the organic phase was washed four times with water and dried over sodium sulfate. After filtration, removal of the solvent in vacuo, chromatographic purification by preparative HP...